Dataset: the Open Reaction Database (ORD), a public repository of structured organic reaction records. Task: describe an organic reaction: reactants, conditions, products, and yield The reactants are S1C(=NC=C1)NC(C)=O (N-(2-thiazolyl)-acetamide), ClC(C)C1=NC2=C(C(O1)=O)C=CC=C2F (2-(1-chloroethyl)-8-fluoro-4H-3,1-benzoxazine-4-one). Run in O1CCCC1 (tetrahydrofuran), C(CCC)[Li].CCCCCC (butyllithium hexane), O1CCCC1 (tetrahydrofuran). Yields the product ClC(C(=O)NC1=C(C=CC=C1F)C(CC(=O)NC=1SC=CN1)=O)C (2-[(2-chloro-1-oxo-propyl)amino]-β-oxo-N-(2-thiazolyl)-3-fluoro-benzene propanamide). Isolated yield 39.2%. As a reaction SMILES: [S:1]1[CH:5]=[CH:4][N:3]=[C:2]1[NH:6][C:7](=[O:9])[CH3:8].[Cl:10][CH:11]([C:13]1[O:18][C:17](=[O:19])[C:16]2[CH:20]=[CH:21][CH:22]=[C:23]([F:24])[C:15]=2[N:14]=1)[CH3:12]>O1CCCC1.C([Li])CCC.CCCCCC>[Cl:10][CH:11]([CH3:12])[C:13]([NH:14][C:15]1[C:23]([F:24])=[CH:22][CH:21]=[CH:20][C:16]=1[C:17](=[O:19])[CH2:8][C:7]([NH:6][C:2]1[S:1][CH:5]=[CH:4][N:3]=1)=[O:9])=[O:18] |f:3.4|. Procedure details: Using the procedure of Step A of Example 6, a solution of 17 g of N-(2-thiazolyl)-acetamide in 340 ml of tetrahydrofuran, 160 ml of butyllithium-hexane solution and 0.06 moles of the product of Step D in 130 ml of tetrahydrofuran were reacted to obtain 8.7 g of 2-[(2-chloro-1-oxo-propyl)amino]-β-oxo-N-(2-thiazolyl)-3-fluoro-benzene propanamide melting towards 170° C. Starting materials: BrC=1C=C2C(=NN(C2=CC1)C1OCCCC1)C1=CN=CC(=N1)N1CCC(CC1)NC(OC(C)(C)C)=O (tert-butyl 1-(6-(5-bromo-1-(tetrahydro-2H-pyran-2-yl)-1H-indazol-3-yl)pyrazin-2-yl)piperidin-4-ylcarbamate), Cl (HCl), CC(C)O (IPA). Reaction conditions: temperature 50 celsius, time 4 hour. Yields the product Cl.BrC=1C=C2C(=NNC2=CC1)C1=CN=CC(=N1)N1CCC(CC1)N (1-(6-(5-bromo-1H-indazol-3-yl)pyrazin-2-yl)piperidin-4-amine hydrochloride salt). As a reaction SMILES: [Br:1][C:2]1[CH:3]=[C:4]2[C:8](=[CH:9][CH:10]=1)[N:7](C1CCCCO1)[N:6]=[C:5]2[C:17]1[N:22]=[C:21]([N:23]2[CH2:28][CH2:27][CH:26]([NH:29]C(=O)OC(C)(C)C)[CH2:25][CH2:24]2)[CH:20]=[N:19][CH:18]=1.[ClH:37].CC(O)C>>[ClH:37].[Br:1][C:2]1[CH:3]=[C:4]2[C:8](=[CH:9][CH:10]=1)[NH:7][N:6]=[C:5]2[C:17]1[N:22]=[C:21]([N:23]2[CH2:24][CH2:25][CH:26]([NH2:29])[CH2:27][CH2:28]2)[CH:20]=[N:19][CH:18]=1 |f:3.4|. Reported procedure: A glass scintillation vial containing tert-butyl 1-(6-(5-bromo-1-(tetrahydro-2H-pyran-2-yl)-1H-indazol-3-yl)pyrazin-2-yl)piperidin-4-ylcarbamate 1e (0.338 g, 0.606 mmol) and HCl, 5-6N in IPA (12 mL, 60.0 mmol) was stirred vigorously at 50° C. for 4 h. The reaction mixture was cooled to RT and the solvent was removed in vacuo. The residue was concentrated to dryness to give a yellow solid that was used in the next step without further purification. MS (ESI, pos. ion) m/z: 373 (M+1). Reactants: C(C)OC(=O)[C@@H]1CC[C@H](CC1)C1=NC(=CC=C1)N (trans-4-(6-amino-pyridin-2-yl)-cyclohexanecarboxylic acid ethyl ester), N1=CC=CC=C1 (pyridine), N(=O)[O-].[Na+] (sodium nitrite), F (hydrogen fluoride). Reaction conditions: time 30 minute. The product is C(C)OC(=O)[C@@H]1CC[C@H](CC1)C1=NC(=CC=C1)F (trans-4-(6-Fluoro-pyridin-2-yl)-cyclohexanecarboxylic acid ethyl ester). Reaction SMILES: [CH2:1]([O:3][C:4]([C@H:6]1[CH2:11][CH2:10][C@H:9]([C:12]2[CH:17]=[CH:16][CH:15]=[C:14](N)[N:13]=2)[CH2:8][CH2:7]1)=[O:5])[CH3:2].N1C=CC=CC=1.N([O-])=O.[Na+].[FH:29]>>[CH2:1]([O:3][C:4]([C@H:6]1[CH2:11][CH2:10][C@H:9]([C:12]2[CH:17]=[CH:16][CH:15]=[C:14]([F:29])[N:13]=2)[CH2:8][CH2:7]1)=[O:5])[CH3:2] |f:2.3|. Procedure: Batch 1: To a solution of trans-4-(6-amino-pyridin-2-yl)-cyclohexanecarboxylic acid ethyl ester (0.050 g, 0.20 mmol) in 70% hydrogen fluoride in pyridine (0.47 ml, 18 mmol) was added solid sodium nitrite (0.015 g, 0.22 mmol) at 0-5° C. The cooling bath was removed after 20 minutes and the reaction mixture was stirred for 30 minutes at room temperature. The reaction mixture was partitioned between an ice-water mixture (50 ml) and tert-butyl methyl ether (50 ml). The organic layer was collected. T... Starting materials: BrC1=CC(=C2C=NNC2=C1)NC(=O)C=1N=C(SC1)C (N-(6-Bromo-1H-indazol-4-yl)-2-methyl-1,3-thiazole-4-carboxamide), C([O-])([O-])=O.[Na+].[Na+] (sodium carbonate), O1CCOCC1 (1,4-dioxane), CC1(OB(OC1(C)C)C=1C=C(C=CC1)CS(=O)(=O)N)C (1-[3-(4,4,5,5-tetramethyl-1,3,2-dioxaborolan-2-yl)phenyl]methanesulfonamide). The reagents and catalysts are C1=CC=C(C=C1)P([C-]2C=CC=C2)C3=CC=CC=C3.C1=CC=C(C=C1)P([C-]2C=CC=C2)C3=CC=CC=C3.Cl[Pd]Cl.[Fe+2] (Pd(dppf)Cl2). Solvent: O (water). Run at temperature 150 celsius. The product is NS(=O)(=O)CC=1C=C(C=CC1)C1=CC(=C2C=NNC2=C1)NC(=O)C=1N=C(SC1)C (N-(6-{3-[(Aminosulfonyl)methyl]phenyl}-1H-indazol-4-yl)-2-methyl-1,3-thiazole-4-carboxamide). RXN SMILES: Br[C:2]1[CH:10]=[C:9]2[C:5]([CH:6]=[N:7][NH:8]2)=[C:4]([NH:11][C:12]([C:14]2[N:15]=[C:16]([CH3:19])[S:17][CH:18]=2)=[O:13])[CH:3]=1.C(=O)([O-])[O-].[Na+].[Na+].O1CCOCC1.CC1(C)C(C)(C)OB([C:40]2[CH:41]=[C:42]([CH2:46][S:47]([NH2:50])(=[O:49])=[O:48])[CH:43]=[CH:44][CH:45]=2)O1>C1C=CC(P(C2C=CC=CC=2)[C-]2C=CC=C2)=CC=1.C1C=CC(P(C2C=CC=CC=2)[C-]2C=CC=C2)=CC=1.Cl[Pd]Cl.[Fe+2].O>[NH2:50][S:47]([CH2:46][C:42]1[CH:43]=[C:44]([C:2]2[CH:10]=[C:9]3[C:5]([CH:6]=[N:7][NH:8]3)=[C:4]([NH:11][C:12]([C:14]3[N:15]=[C:16]([CH3:19])[S:17][CH:18]=3)=[O:13])[CH:3]=2)[CH:45]=[CH:40][CH:41]=1)(=[O:48])=[O:49] |f:1.2.3,6.7.8.9|. Procedure: N-(6-Bromo-1H-indazol-4-yl)-2-methyl-1,3-thiazole-4-carboxamide (50 mg, 0.148 mmol), Pd(dppf)Cl2 (12 mg, 0.015 mmol), 2 M sodium carbonate (aq) (0.222 ml, 0.444 mmol), 1,4-dioxane (1 ml) and water (1 ml) were added to 1-[3-(4,4,5,5-tetramethyl-1,3,2-dioxaborolan-2-yl)phenyl]methanesulfonamide (53 mg, 0.178 mmol). The reaction was heated in a Biotage microwave at 150° C. for 15 mins. The reaction mixture was extracted with DCM (2×20 ml) and the separated, combined organic layer was evaporated to ... Starting materials: O=S1(CCN(CC1)C1=CC=C(C=C1)O)=O (4-(1,1-dioxo-thiomorpholin-4-yl)phenol), C1(=CC=CC=C1)OCC1CO1 (phenylglycidyl ether). The reagents and catalysts are [Br-].C(C)[P+](C1=CC=CC=C1)(C1=CC=CC=C1)C1=CC=CC=C1 (ethyltriphenylphosphonium bromide). The product is O=S1(CCN(CC1)C1=CC=C(OCC(COC2=CC=CC=C2)O)C=C1)=O (1-[4-(1,1-dioxo-thiomorpholin-4-yl)-phenoxy]-3-(phenoxy)-propan-2-ol). Isolated yield 58.3%. Reaction SMILES: [O:1]=[S:2]1(=[O:15])[CH2:7][CH2:6][N:5]([C:8]2[CH:13]=[CH:12][C:11]([OH:14])=[CH:10][CH:9]=2)[CH2:4][CH2:3]1.[C:16]1([O:22][CH2:23][CH:24]2[O:26][CH2:25]2)[CH:21]=[CH:20][CH:19]=[CH:18][CH:17]=1>[Br-].C([P+](C1C=CC=CC=1)(C1C=CC=CC=1)C1C=CC=CC=1)C>[O:15]=[S:2]1(=[O:1])[CH2:3][CH2:4][N:5]([C:8]2[CH:9]=[CH:10][C:11]([O:14][CH2:25][CH:24]([OH:26])[CH2:23][O:22][C:16]3[CH:21]=[CH:20][CH:19]=[CH:18][CH:17]=3)=[CH:12][CH:13]=2)[CH2:6][CH2:7]1 |f:2.3|. Procedure details: 4-(1,1-dioxo-thiomorpholin-4-yl)phenol (2.3 g, 10 mmol), phenylglycidyl ether(1.5 g, 10 mmol) and ethyltriphenylphosphonium bromide (0.1 g) are reacted and purified as described for compound 102 to afford a light yellow liquid 2.2 g (58%).